From a dataset of the Open Reaction Database (ORD), a public repository of structured organic reaction records. describe an organic reaction: reactants, conditions, products, and yield Isolated yield 72.7%. As a reaction SMILES: [CH3:1][O:2][CH2:3][CH2:4][O:5][C:6]([NH:8][C:9]1[CH:28]=[CH:27][CH:26]=[C:25]([CH3:29])[C:10]=1[CH2:11][O:12][C:13]1[C:14]2[N:15]([C:19]([CH:23]=[O:24])=[C:20]([CH3:22])[N:21]=2)[CH:16]=[CH:17][CH:18]=1)=[O:7].[BH4-].[Na+]>CO>[CH3:1][O:2][CH2:3][CH2:4][O:5][C:6]([NH:8][C:9]1[CH:28]=[CH:27][CH:26]=[C:25]([CH3:29])[C:10]=1[CH2:11][O:12][C:13]1[C:14]2[N:15]([C:19]([CH2:23][OH:24])=[C:20]([CH3:22])[N:21]=2)[CH:16]=[CH:17][CH:18]=1)=[O:7] |f:1.2|. Starting materials: [BH4-].[Na+] (sodium borohydride), COCCOC(=O)NC1=C(COC=2C=3N(C=CC2)C(=C(N3)C)C=O)C(=CC=C1)C (8-{2-[(2-methoxyethoxy)carbonylamino]-6-methylbenzyloxy}-2-methylimidazo[1,2-a]pyridine-3-carboxaldehyde), ice water. Reaction conditions: time 75 minute. The solvent is CO (methanol). Product: COCCOC(=O)NC1=C(COC=2C=3N(C=CC2)C(=C(N3)C)CO)C(=CC=C1)C (8-{2-[(2-Methoxyethoxy)carbonylamino]-6-methylbenzyloxy}-2-methylimidazo[1,2-a]pyridine-3-methanol). Procedure: A suspension of 3.7 g (9.3 mmol) of 8-{2-[(2-methoxyethoxy)carbonylamino]-6-methylbenzyloxy}-2-methylimidazo[1,2-a]pyridine-3-carboxaldehyde in 40 ml of methanol is treated at RT with 362 mg (9.3 mmol) of 97% sodium borohydride and stirred for 75 min. It is added to ice/water, extracted with dichloromethane and concentrated in a Rotavapor. The residual oil is crystallized using 5 ml of isopropyl alcohol, 5 ml of toluene and diisopropyl ether. 2.7 g (72.7%) of the title compound of m.p. 121°-123°... Reactants: C(C)(C)(C)OC(=O)N1CCC(CC1)C=1C=NC=C(C1)C=1C=NC=2N(CCCC2C1)C(N)=O (5-(8-carbamoyl-5,6,7,8-tetrahydro-[1,8]naphthyridin-3-yl)-3′,4′,5′,6′-tetrahydro-2′H-[3,4′]bipyridinyl-1′-carboxylic acid tert-butyl ester), Cl (HCl). The solvent is C(Cl)Cl (CH2Cl2), O1CCOCC1 (dioxane). Conditions: time 16 hour. The product is N1=CC(=CC(=C1)C=1C=C2CCCN(C2=NC1)C(=O)N)C1CCNCC1 (6-(1′,2′,3′,4′,5′,6′-hexahydro-[3,4]bipyridinyl-5-yl)-3,4-dihydro-2H-[1,8]naphthyridine-1-carboxylic acid amide). Yield: 122.3%. As a reaction SMILES: C(OC([N:8]1[CH2:13][CH2:12][CH:11]([C:14]2[CH:15]=[N:16][CH:17]=[C:18]([C:20]3[CH:21]=[N:22][C:23]4[N:24]([C:30](=[O:32])[NH2:31])[CH2:25][CH2:26][CH2:27][C:28]=4[CH:29]=3)[CH:19]=2)[CH2:10][CH2:9]1)=O)(C)(C)C.Cl>C(Cl)Cl.O1CCOCC1>[N:16]1[CH:17]=[C:18]([C:20]2[CH:29]=[C:28]3[C:23](=[N:22][CH:21]=2)[N:24]([C:30]([NH2:31])=[O:32])[CH2:25][CH2:26][CH2:27]3)[CH:19]=[C:14]([CH:11]2[CH2:10][CH2:9][NH:8][CH2:13][CH2:12]2)[CH:15]=1. Procedure: To the 5-(8-carbamoyl-5,6,7,8-tetrahydro-[1,8]naphthyridin-3-yl)-3′,4′,5′,6′-tetrahydro-2′H-[3,4′]bipyridinyl-1′-carboxylic acid tert-butyl ester (19.3 mg, 0.04 mmol) in 1 mL of CH2Cl2 is added 1 mL of 4 M HCl in dioxane. The mixture is stirred for 16 h. The mixture is concentrated to give 16.5 mg of 6-(1′,2′,3′,4′,5′,6′-hexahydro-[3,4]bipyridinyl-5-yl)-3,4-dihydro-2H-[1,8]naphthyridine-1-carboxylic acid amide Starting materials: C(C)OC(=O)N1[C@@H](C[C@@H](C2=NC(=CC=C12)OC)NC(=O)OCC1=CC=CC=C1)C ((2R*,4S*)-4-Benzyloxycarbonylamino-6-methoxy-2-methyl-3,4-dihydro-2H-[1,5]naphthyridine-1-carboxylic acid ethyl ester). Reagents/catalysts: [Pd] (palladium/carbon). Solvent: C(C)O (ethanol), O1CCCC1 (tetrahydrofuran). Run at time 7 hour. Yields the product C(C)OC(=O)N1[C@@H](C[C@@H](C2=NC(=CC=C12)OC)N)C ((2R*,4S*)-4-amino-6-methoxy-2-methyl-3,4-dihydro-2H-[1,5]naphthyridine-1-carboxylic acid ethyl ester). Isolated yield 99.4%. Reaction SMILES: [CH2:1]([O:3][C:4]([N:6]1[C:15]2[C:10](=[N:11][C:12]([O:16][CH3:17])=[CH:13][CH:14]=2)[C@@H:9]([NH:18]C(OCC2C=CC=CC=2)=O)[CH2:8][C@H:7]1[CH3:29])=[O:5])[CH3:2]>C(O)C.O1CCCC1.[Pd]>[CH2:1]([O:3][C:4]([N:6]1[C:15]2[C:10](=[N:11][C:12]([O:16][CH3:17])=[CH:13][CH:14]=2)[C@@H:9]([NH2:18])[CH2:8][C@H:7]1[CH3:29])=[O:5])[CH3:2]. Reported procedure: (2R*,4S*)-4-Benzyloxycarbonylamino-6-methoxy-2-methyl-3,4-dihydro-2H-[1,5]naphthyridine-1-carboxylic acid ethyl ester (5.83 g) is dissolved in a mixture solvent of ethanol (60 ml) and tetrahydrofuran (60 ml), then thereto is added 10% palladium/carbon (500 mg), and the mixture is stirred at room temperature under hydrogen for 7 hours. The catalyst is removed by filtration, the filtrate is concentrated under reduced pressure to give (2R*,4S*)-4-amino-6-methoxy-2-methyl-3,4-dihydro-2H-[1,5]naphthy... Starting materials: ClC=1C=C(SC1)C(C=CN(C)C)=O (1-(4-chloro-2-thienyl)-3-(dimethylamino)prop-2-en-1-one), O.NN (hydrazine hydrate). The solvent is C(C)O (ethanol). The product is ClC=1C=C(SC1)C1=NNC=C1 (3-(4-chloro-2-thienyl)-1H-pyrazole). The yield is 99.1%. As a reaction SMILES: [Cl:1][C:2]1[CH:3]=[C:4]([C:7](=O)[CH:8]=[CH:9][N:10](C)C)[S:5][CH:6]=1.O.[NH2:15]N>C(O)C>[Cl:1][C:2]1[CH:3]=[C:4]([C:7]2[CH:8]=[CH:9][NH:10][N:15]=2)[S:5][CH:6]=1 |f:1.2|. Procedure details: A mixture of 1-(4-chloro-2-thienyl)-3-(dimethylamino)prop-2-en-1-one (24.6 mmol) and hydrazine hydrate (49.2 mmol) in 25 mL ethanol was refluxed for 15 h and then allowed to cool to room temperature. The solvent was evaporated under reduced pressure and dried in vacuum to afford 4.5 g (99% yield) 3-(4-chloro-2-thienyl)-1H-pyrazole which was used in the next step without further purification. Starting materials: ice, CC1(N(C(CCC1)(C)C)C1=NC(=CC=C1)N1C(CCCC1(C)C)(C)C)C (2,6-bis(2,2,6,6-tetramethylpiperidin-1-yl)pyridine), C1CC(=O)N(C1=O)Br (NBS). Run in C(C)#N (acetonitrile). Run at temperature -0 celsius, time 2 hour. Yields the product BrC=1C(=NC(=CC1)N1C(CCCC1(C)C)(C)C)N1C(CCCC1(C)C)(C)C (3-Bromo-2,6-bis(2,2,6,6-tetramethylpiperidin-1-yl)pyridine). Reaction SMILES: [CH3:1][C:2]1([CH3:26])[CH2:7][CH2:6][CH2:5][C:4]([CH3:9])([CH3:8])[N:3]1[C:10]1[CH:15]=[CH:14][CH:13]=[C:12]([N:16]2[C:21]([CH3:23])([CH3:22])[CH2:20][CH2:19][CH2:18][C:17]2([CH3:25])[CH3:24])[N:11]=1.C1C(=O)N([Br:34])C(=O)C1>C(#N)C>[Br:34][C:13]1[C:12]([N:16]2[C:17]([CH3:25])([CH3:24])[CH2:18][CH2:19][CH2:20][C:21]2([CH3:23])[CH3:22])=[N:11][C:10]([N:3]2[C:4]([CH3:8])([CH3:9])[CH2:5][CH2:6][CH2:7][C:2]2([CH3:26])[CH3:1])=[CH:15][CH:14]=1. Procedure: Reaction was performed under air. To a ice-cooled solution of 2,6-bis(2,2,6,6-tetramethylpiperidin-1-yl)pyridine (1 g, 2.8 mmol) in acetonitrile (100 ml) was added NBS (0.45 g, 2.5 mmol) portion-wise over 30 min. The reaction mixture was stirred at −0° C. for 2 h, until the color of the solution disappeared and then stirred overnight at room temperature. The reaction was quenched with water (100 mL) and the product extracted by ethylacetate. The product was purified by column chromatography on s... Reactants: P(O)(O)(O)=O (Phosphoric acid), ClC1=CN(C2=CC=CC(=C12)CN1C2=C(OC[C@@H](C1=O)NC([C@H](C)N(C(OC(C)(C)C)=O)C)=O)C=CC=C2)CC (tert-butyl (S)-1-((S)-5-((3-chloro-1-ethyl-1H-indol-4-yl)methyl)-4-oxo-2,3,4,5-tetrahydrobenzo[b][1,4]oxazepin-3-ylamino)-1-oxopropan-2-yl(methyl)carbamate). Solvent: C(=O)(O)[O-].[Na+] (NaHCO3). Run at time 2 hour. Yields the product C(C)N1C(CC2=C(C=CC=C12)CN1C2=C(OC[C@@H](C1=O)NC([C@H](C)NC)=O)C=CC=C2)=O ((S)-N-((S)-5-((1-Ethyl-2-oxoindolin-4-yl)methyl)-4-oxo-2,3,4,5-tetrahydrobenzo[b][1,4]oxazepin-3-yl)-2-(methylamino)propanamide). The yield is 14.8%. Reaction SMILES: P(=O)(O)(O)[OH:2].Cl[C:7]1[C:15]2[C:10](=[CH:11][CH:12]=[CH:13][C:14]=2[CH2:16][N:17]2[C:23](=[O:24])[C@@H:22]([NH:25][C:26](=[O:38])[C@@H:27]([N:29](C)[C:30](=O)OC(C)(C)C)[CH3:28])[CH2:21][O:20][C:19]3[CH:39]=[CH:40][CH:41]=[CH:42][C:18]2=3)[N:9]([CH2:43][CH3:44])[CH:8]=1>C([O-])(O)=O.[Na+]>[CH2:43]([N:9]1[C:10]2[C:15](=[C:14]([CH2:16][N:17]3[C:23](=[O:24])[C@@H:22]([NH:25][C:26](=[O:38])[C@@H:27]([NH:29][CH3:30])[CH3:28])[CH2:21][O:20][C:19]4[CH:39]=[CH:40][CH:41]=[CH:42][C:18]3=4)[CH:13]=[CH:12][CH:11]=2)[CH2:7][C:8]1=[O:2])[CH3:44] |f:2.3|. Procedure: Phosphoric acid (13.2 mg, 2 mL, 108 μmol, Eq: 1.00) was added to tert-butyl (S)-1-((S)-5-((3-chloro-1-ethyl-1H-indol-4-yl)methyl)-4-oxo-2,3,4,5-tetrahydrobenzo[b][1,4]oxazepin-3-ylamino)-1-oxopropan-2-yl(methyl)carbamate (60 mg, 108 μmol, Eq: 1.00) and the mixture stirred at RT for 2 h. The mixture was diluted with sat. NaHCO3 and extracted with DCM. The combined extracts were concentrated and the residue was purified by preparative TLC to give the title compound (7 mg, 14%) as a solid. MS m/z 4...